Dataset: the Open Reaction Database (ORD), a public repository of structured organic reaction records. Task: describe an organic reaction: reactants, conditions, products, and yield Reactants: NN (Hydrazine), ClC1=CC=C2C(=C(N(C2=C1)C)C=1C=C(C=NC1)CNS(=O)(=O)CCN1C(C2=CC=CC=C2C1=O)=O)C#N (2-(1,3-dioxo-1,3-dihydro-isoindol-2-yl)-ethanesulfonic acid [5-(6-chloro-3-cyano-1-methyl-1H-indol-2-yl)-pyridin-3-ylmethyl]-amide), Cl (HCl). The solvent is CO (MeOH). Conditions: time 8 hour. The product is ClC1=CC=C2C(=C(N(C2=C1)C)C=1C=C(C=NC1)CNS(=O)(=O)CCN)C#N (2-amino-ethanesulfonic acid [5-(6-chloro-3-cyano-1-methyl-1H-indol-2-yl)-pyridin-3-ylmethyl]-amide). As a reaction SMILES: [Cl:1][C:2]1[CH:10]=[C:9]2[C:5]([C:6]([C:36]#[N:37])=[C:7]([C:12]3[CH:13]=[C:14]([CH2:18][NH:19][S:20]([CH2:23][CH2:24][N:25]4C(=O)C5C(=CC=CC=5)C4=O)(=[O:22])=[O:21])[CH:15]=[N:16][CH:17]=3)[N:8]2[CH3:11])=[CH:4][CH:3]=1.NN.Cl>CO>[Cl:1][C:2]1[CH:10]=[C:9]2[C:5]([C:6]([C:36]#[N:37])=[C:7]([C:12]3[CH:13]=[C:14]([CH2:18][NH:19][S:20]([CH2:23][CH2:24][NH2:25])(=[O:22])=[O:21])[CH:15]=[N:16][CH:17]=3)[N:8]2[CH3:11])=[CH:4][CH:3]=1. Reported procedure: A flask is charged with 2-(1,3-dioxo-1,3-dihydro-isoindol-2-yl)-ethanesulfonic acid [5-(6-chloro-3-cyano-1-methyl-1H-indol-2-yl)-pyridin-3-ylmethyl]-amide (0.065 g, 0.109 mmol) and MeOH (4 mL). Hydrazine (0.069 mL, 2.183 mmol) is added and the reaction is stirred at room temperature overnight. 2M aqueous HCl is added, followed by concentration in vacuo. Dichloromethane is added and the mixture is filtered through celite. The organic layer is washed with water once and the aqueous layer is basifi... Starting materials: CO, Cc1cc([N+](=O)[O-])cc(C)c1Oc1ccc(O)c(C(=O)N(C)C2CCC2)c1. The product is Cc1cc(N)cc(C)c1Oc1ccc(O)c(C(=O)N(C)C2CCC2)c1. RXN SMILES: [CH3:28][OH:29].[CH:1]1([N:5]([C:6]([c:7]2[c:8]([OH:25])[cH:9][cH:10][c:11]([O:13][c:14]3[c:15]([CH3:24])[cH:16][c:17]([N+:21]([O-:22])=[O:23])[cH:18][c:19]3[CH3:20])[cH:12]2)=[O:26])[CH3:27])[CH2:2][CH2:3][CH2:4]1>>[CH:1]1([N:5]([C:6]([c:7]2[c:8]([OH:25])[cH:9][cH:10][c:11]([O:13][c:14]3[c:15]([CH3:24])[cH:16][c:17]([NH2:21])[cH:18][c:19]3[CH3:20])[cH:12]2)=[O:26])[CH3:27])[CH2:2][CH2:3][CH2:4]1.